Dataset: the Open Reaction Database (ORD), a public repository of structured organic reaction records. Task: describe an organic reaction: reactants, conditions, products, and yield The reactants are CCN1CCc2ncc(N)nc2CC1, Cl, [Cu]Br, O=N[O-], [Na+], O. The product is CCN1CCc2ncc(Cl)nc2CC1. RXN SMILES: [CH2:1]([CH3:2])[N:3]1[CH2:4][CH2:5][c:6]2[c:7]([n:10][cH:11][c:12]([NH2:14])[n:13]2)[CH2:8][CH2:9]1.[ClH:19].[Cu:21][Br:22].[N:15]([O-:16])=[O:17].[Na+:18].[OH2:20]>>[CH2:1]([CH3:2])[N:3]1[CH2:4][CH2:5][c:6]2[c:7]([n:10][cH:11][c:12]([Cl:19])[n:13]2)[CH2:8][CH2:9]1. The reactants are S1N=C(C=C1)CNCCN (N-(3-Isothiazolylmethyl)ethylenediamine), CN=C=O (methyl isocyanate), C(CN)N (ethylenediamine), BrCC1=NSC=C1 (3-bromomethylisothiazole). Product: CNC(=O)NCCNC1=NSC=C1 (N-Methyl-N'-[2-(3-isothiazolylamino)ethyl]urea). As a reaction SMILES: [S:1]1[CH:5]=[CH:4][C:3](CNCCN)=[N:2]1.[CH2:11]([NH2:14])[CH2:12][NH2:13].BrCC1C=CSN=1.[CH3:22][N:23]=[C:24]=[O:25]>>[CH3:22][NH:23][C:24]([NH:13][CH2:12][CH2:11][NH:14][C:3]1[CH:4]=[CH:5][S:1][N:2]=1)=[O:25]. Procedure details: N-(3-Isothiazolylmethyl)ethylenediamine, prepared by reacting ethylenediamine with 3-bromomethylisothiazole by the procedure of Example 40(a), is reacted with methyl isocyanate by the procedure of Example 24 to give, after concentrating and separating by column chromatography, the title compound. The reactants are c1ccc(C2CO2)cc1, Cl, [Hg], [K+], [OH-], O, Oc1ccc(S)cc1. Product: Oc1ccc(SCC(O)c2ccccc2)cc1. RXN SMILES: [CH2:11]1[O:12][CH:13]1[c:14]1[cH:15][cH:16][cH:17][cH:18][cH:19]1.[ClH:20].[Hg:21].[K+:10].[OH-:9].[OH2:22].[SH:1][c:2]1[cH:3][cH:4][c:5]([OH:8])[cH:6][cH:7]1>>[S:1]([c:2]1[cH:3][cH:4][c:5]([OH:8])[cH:6][cH:7]1)[CH2:11][CH:13]([OH:12])[c:14]1[cH:15][cH:16][cH:17][cH:18][cH:19]1. Starting materials: Cc1ccccc1, N#Cc1c(F)cc(O)cc1F, CCCCCC1CCC(CCc2ccc(C(=O)Cl)c(F)c2)CC1, O, c1ccncc1. The product is CCCCCC1CCC(CCc2ccc(C(=O)Oc3cc(F)c(C#N)c(F)c3)c(F)c2)CC1. As a reaction SMILES: [CH3:18][c:19]1[cH:20][cH:21][cH:22][cH:23][cH:24]1.[F:1][c:2]1[c:3]([C:4]#[N:5])[c:6]([F:11])[cH:7][c:8]([OH:10])[cH:9]1.[F:25][c:26]1[c:27]([C:28](=[O:29])[Cl:30])[cH:31][cH:32][c:33]([CH2:35][CH2:36][CH:37]2[CH2:38][CH2:39][CH:40]([CH2:43][CH2:44][CH2:45][CH2:46][CH3:47])[CH2:41][CH2:42]2)[cH:34]1.[OH2:48].[cH:12]1[cH:13][cH:14][n:15][cH:16][cH:17]1>>[F:1][c:2]1[c:3]([C:4]#[N:5])[c:6]([F:11])[cH:7][c:8]([O:10][C:28]([c:27]2[c:26]([F:25])[cH:34][c:33]([CH2:35][CH2:36][CH:37]3[CH2:38][CH2:39][CH:40]([CH2:43][CH2:44][CH2:45][CH2:46][CH3:47])[CH2:41][CH2:42]3)[cH:32][cH:31]2)=[O:29])[cH:9]1.